This data is from the Open Reaction Database (ORD), a public repository of structured organic reaction records. The task is: describe an organic reaction: reactants, conditions, products, and yield The reactants are CC(=O)O, [Fe], CC(C)(C)OC(=O)N1CCc2ccc([N+](=O)[O-])cc21, O. Yields the product CC(C)(C)OC(=O)N1CCc2ccc(N)cc21. As a reaction SMILES: [C:20]([OH:21])(=[O:22])[CH3:23].[Fe:25].[N+:1]([O-:2])(=[O:3])[c:4]1[cH:5][cH:6][c:7]2[c:11]([cH:12]1)[N:10]([C:13](=[O:14])[O:15][C:16]([CH3:17])([CH3:18])[CH3:19])[CH2:9][CH2:8]2.[OH2:24]>>[NH2:1][c:4]1[cH:5][cH:6][c:7]2[c:11]([cH:12]1)[N:10]([C:13](=[O:14])[O:15][C:16]([CH3:17])([CH3:18])[CH3:19])[CH2:9][CH2:8]2.